From a dataset of the Open Reaction Database (ORD), a public repository of structured organic reaction records. describe an organic reaction: reactants, conditions, products, and yield Starting materials: N1=CC=C(C=C1)C1=NC(NC=C1)=O (4-(4-pyridyl)-2(1H)-pyrimidinone), S(=O)(Cl)Cl (thionyl chloride), CN(C=O)C (N,N-Dimethylformamide). Yields the product ClC1=NC=CC(=N1)C1=CC=NC=C1 (2-Chloro-4-(4-pyridyl)-pyrimidine). RXN SMILES: [N:1]1[CH:6]=[CH:5][C:4]([C:7]2[CH:12]=[CH:11][NH:10][C:9](=O)[N:8]=2)=[CH:3][CH:2]=1.S(Cl)([Cl:16])=O.CN(C)C=O>>[Cl:16][C:9]1[N:8]=[C:7]([C:4]2[CH:5]=[CH:6][N:1]=[CH:2][CH:3]=2)[CH:12]=[CH:11][N:10]=1. Procedure: With ice-bath cooling under argon, 4-(4-pyridyl)-2(1H)-pyrimidinone (13.45 g, 77.7 mmol) and thionyl chloride (92 ml) were combined. N,N-Dimethylformamide (13.2 ml, 170.5 mmol) was added slowly and the mixture was heated to reflux for 1 h. It was evaporated and co-distilled with toluene. At 0° C., water was added to the remainder, then 10% ammonium hydroxide until neutral followed by extraction with dichloromethane. Drying of the organic solution was followed by evaporation and the resultant sol... Reactants: CC(=O)O[BH-](OC(C)=O)OC(C)=O, CC(C)(C)OC(=O)NC1CCC(=O)CC1, ClCCl, CC(=O)O, [Na+], C1CCOC1, NC1CCCc2cccnc21. Product: CC(C)(C)OC(=O)NC1CCC(NC2CCCc3cccnc32)CC1. As a reaction SMILES: [C:20]([O:21][BH-:22]([O:23][C:24](=[O:25])[CH3:26])[O:27][C:28](=[O:29])[CH3:30])(=[O:31])[CH3:32].[C:5]([CH3:6])([CH3:7])([CH3:8])[O:9][C:10]([NH:11][CH:12]1[CH2:13][CH2:14][C:15](=[O:18])[CH2:16][CH2:17]1)=[O:19].[CH2:50]([Cl:51])[Cl:52].[CH3:1][C:2](=[O:3])[OH:4].[Na+:33].[O:45]1[CH2:46][CH2:47][CH2:48][CH2:49]1.[n:34]1[cH:35][cH:36][cH:37][c:38]2[c:43]1[CH:42]([NH2:44])[CH2:41][CH2:40][CH2:39]2>>[C:5]([CH3:6])([CH3:7])([CH3:8])[O:9][C:10]([NH:11][CH:12]1[CH2:13][CH2:14][CH:15]([NH:44][CH:42]2[CH2:41][CH2:40][CH2:39][c:38]3[cH:37][cH:36][cH:35][n:34][c:43]32)[CH2:16][CH2:17]1)=[O:19]. The reactants are Cl (HCl), OC1=C(C=C(C=C1I)C(=O)C1=CC=CC=C1)I ((4-hydroxy-3,5-diiodophenyl)-phenyl-methanone), BrCC(=O)OCC1=CC=CC=C1 (benzyl 2-bromoacetate), C([O-])([O-])=O.[Cs+].[Cs+] (cesium carbonate). Run in CN(C)C=O (DMF). Reaction conditions: time 15 hour. Product: C(C1=CC=CC=C1)OC(COC1=C(C=C(C=C1I)C(C1=CC=CC=C1)=O)I)=O ((4-Benzoyl-2,6-diiodophenoxy)-acetic Acid Benzyl Ester). The yield is 37.8%. Reaction SMILES: [OH:1][C:2]1[C:7]([I:8])=[CH:6][C:5]([C:9]([C:11]2[CH:16]=[CH:15][CH:14]=[CH:13][CH:12]=2)=[O:10])=[CH:4][C:3]=1[I:17].Br[CH2:19][C:20]([O:22][CH2:23][C:24]1[CH:29]=[CH:28][CH:27]=[CH:26][CH:25]=1)=[O:21].C(=O)([O-])[O-].[Cs+].[Cs+].Cl>CN(C=O)C>[CH2:23]([O:22][C:20](=[O:21])[CH2:19][O:1][C:2]1[C:3]([I:17])=[CH:4][C:5]([C:9](=[O:10])[C:11]2[CH:16]=[CH:15][CH:14]=[CH:13][CH:12]=2)=[CH:6][C:7]=1[I:8])[C:24]1[CH:29]=[CH:28][CH:27]=[CH:26][CH:25]=1 |f:2.3.4|. Procedure details: To a solution of (4-hydroxy-3,5-diiodophenyl)-phenyl-methanone (as prepared in Example 6, 2.25 g, 5.0 mmol) and benzyl 2-bromoacetate (1.71 g, 7.5 mmol) in 50 mL DMF was added cesium carbonate (4.1 g, 13 mmol). The resulting suspension was stirred for 15 hours, then the reaction mixture was poured into ˜150 mL 1 M HCl. A pale oil formed, and the supernatant was removed by decantation. The oil was crystallized from hot isopropanol, yielding the title compound as colorless crystals (1.13 g, 38%). ... Reactants: C(C)(=O)OCC(CCC)(CCC1=C(C=CC=C1)OCC1=CC=CC=C1)NC(C)=O (2-acetamido-2-(2-(2-benzyloxyphenyl)ethyl)pentyl acetate). Reagents/catalysts: [C].[Pd] (palladium-carbon). Solvent: C(C)O (ethanol). Conditions: time 6 hour. The product is C(C)(=O)OCC(CCC)(CCC1=C(C=CC=C1)O)NC(C)=O (2-Acetamido-2-(2-(2-hydroxyphenyl)ethyl)pentyl acetate). The yield is 93.4%. Reaction SMILES: [C:1]([O:4][CH2:5][C:6]([NH:26][C:27](=[O:29])[CH3:28])([CH2:10][CH2:11][C:12]1[CH:17]=[CH:16][CH:15]=[CH:14][C:13]=1[O:18]CC1C=CC=CC=1)[CH2:7][CH2:8][CH3:9])(=[O:3])[CH3:2]>C(O)C.[C].[Pd]>[C:1]([O:4][CH2:5][C:6]([NH:26][C:27](=[O:29])[CH3:28])([CH2:10][CH2:11][C:12]1[CH:17]=[CH:16][CH:15]=[CH:14][C:13]=1[OH:18])[CH2:7][CH2:8][CH3:9])(=[O:3])[CH3:2] |f:2.3|. Procedure: To a solution of 2-acetamido-2-(2-(2-benzyloxyphenyl)ethyl)pentyl acetate (0.90 g) in ethanol (45 ml), 10% palladium-carbon (0.40 g) was added and the mixture was subjected to catalytic reduction at room temperature for 6 hours. Catalyst was filtered off from the reaction solution and the solvent was distilled away under reduced pressure to give the subject compound (0.65 g). The reactants are BrBr (Bromine), C(C)(=O)C1(CC2=CC=CC=C2C1)C#N (2-Acetyl-2,3-dihydro-1H-indene-2-carbonitrile), C(C)OCC (diethyl ether), BrBr (bromine). Reagents/catalysts: [Cl-].[Al+3].[Cl-].[Cl-] (Aluminium chloride). The product is BrCC(=O)C1C(CC2=CC=CC=C12)C#N (2-Bromoacetyl-2,3-dihydro-1H-indene-2-carbonitrile). As a reaction SMILES: C([C:4]1([C:13]#[N:14])[CH2:12][C:11]2[C:6](=[CH:7][CH:8]=[CH:9][CH:10]=2)[CH2:5]1)(=O)C.[Br:15]Br.[CH2:17]([O:19]CC)[CH3:18]>[Cl-].[Al+3].[Cl-].[Cl-]>[Br:15][CH2:18][C:17]([CH:12]1[C:11]2[C:6](=[CH:7][CH:8]=[CH:9][CH:10]=2)[CH2:5][CH:4]1[C:13]#[N:14])=[O:19] |f:3.4.5.6|. Reported procedure: 2-Acetyl-2,3-dihydro-1H-indene-2-carbonitrile (32.9 g) was dissolved in diethyl ether (33 ml). Aluminium chloride (0.17 g) was added. Bromine (28.4 g) was added dropwise at room temperature and the disappearance of the bromine colour was observed. The ether solution was washed with a Na2CO3 -solution and with water, dried over MgSO4, and evaporated. 35.7 g of crude product was obtained.